This data is from the Open Reaction Database (ORD), a public repository of structured organic reaction records. The task is: describe an organic reaction: reactants, conditions, products, and yield Reactants: O1C(CC(C2=CC=C(C=C2)OC)OC(C2=CC=C(C=C2)OC)CC2CO2)C1 (2,3-epoxypropyl-4-methoxybenzyl ether), O1CCCC1 (tetrahydrofuran), BrC=1C=NC=CC1 (3-Bromopyridine), C(C)(C)(C)[Li] (t-butyllithium), O1CCCC1 (tetrahydrofuran), O1CCCC1 (tetrahydrofuran), O1CCCC1 (tetrahydrofuran), resultant solution. Run at time 10 minute. Yields the product N1=CC(=CC=C1)CC(COCC1=CC=C(C=C1)OC)O (1-(3-pyridyl)-3-[(4-methoxyphenyl) methoxy]propan-2-ol). Reaction SMILES: Br[C:2]1[CH:3]=[N:4][CH:5]=[CH:6][CH:7]=1.C([Li])(C)(C)C.O1CC1C[CH:16]([O:25][CH:26]([CH2:35][CH:36]1OC1)C1C=CC(OC)=CC=1)[C:17]1[CH:22]=[CH:21][C:20]([O:23][CH3:24])=[CH:19][CH:18]=1.[O:40]1CCCC1>>[N:4]1[CH:5]=[CH:6][CH:7]=[C:2]([CH2:36][CH:35]([OH:40])[CH2:26][O:25][CH2:16][C:17]2[CH:18]=[CH:19][C:20]([O:23][CH3:24])=[CH:21][CH:22]=2)[CH:3]=1. Reported procedure: 3-Bromopyridine (3.5 g, 0.022 mol) in dry tetrahydrofuran (5 ml) was added dropwise to a stirred solution of t-butyllithium (1.4M, 15.7 ml, 0.022 mol) in dry tetrahydrofuran (100 ml) at -100° C. under nitrogen atmosphere. The resultant solution was stirred for 20 min and cuprous iodide-trimethyl phosphite complex (6.9 g, 0.022 mol) in dry tetrahydrofuran (15 ml) added. After a further 10 min, 2,3-epoxypropyl-4-methoxybenzyl ether (4.27 g, 0.022 mol) in dry tetrahydrofuran (10 ml) was added and t...